The task is: describe an organic reaction: reactants, conditions, products, and yield. This data is from the Open Reaction Database (ORD), a public repository of structured organic reaction records. Reactants: CCOC(=O)c1ccc(C(=O)C(C)(C)C)cc1, C1CCOC1, CO, [Na+], [OH-]. Product: CC(C)(C)C(=O)c1ccc(C(=O)O)cc1. As a reaction SMILES: [C:1]([C:2]([CH3:3])([CH3:4])[CH3:5])(=[O:6])[c:7]1[cH:8][cH:9][c:10]([C:11](=[O:12])[O:13][CH2:14][CH3:15])[cH:16][cH:17]1.[CH2:18]1[O:19][CH2:20][CH2:21][CH2:22]1.[CH3:25][OH:26].[Na+:24].[OH-:23]>>[C:1]([C:2]([CH3:3])([CH3:4])[CH3:5])(=[O:6])[c:7]1[cH:8][cH:9][c:10]([C:11](=[O:12])[OH:13])[cH:16][cH:17]1.